Dataset: the Open Reaction Database (ORD), a public repository of structured organic reaction records. Task: describe an organic reaction: reactants, conditions, products, and yield Starting materials: OC1=C(C=CC=C1)C(C)=O (orthohydroxyacetophenone), C(=O)=O.CC(=O)C (dry ice acetone), tetrachloropyrophosphoric acid, ice water. Run in CN(C=O)C (dimethylformamide). Reaction conditions: time 13 hour. The product is O=C1C(=COC2=C1C=CC=C2)C=O (4-oxo-4H-1-benzopyran-3-carboxaldehyde). RXN SMILES: [C:1](=[O:3])=O.[CH3:4]C(C)=O.[OH:8][C:9]1[CH:14]=[CH:13][CH:12]=[CH:11][C:10]=1[C:15](=[O:17])[CH3:16]>CN(C)C=O>[O:17]=[C:15]1[C:10]2[CH:11]=[CH:12][CH:13]=[CH:14][C:9]=2[O:8][CH:4]=[C:16]1[CH:1]=[O:3] |f:0.1|. Reported procedure: In 80 volume parts of dimethylformamide are dissolved 25 parts of orthohydroxyacetophenone and, while the solution is externally cooled to about -20° C. with dry ice-acetone, 80 volume parts of tetrachloropyrophosphoric acid are added dropwise to the solution. The resulting mixture is stirred at room temperature for 13 hours. Then, the reaction mixture is poured into ice water and the resulting crystals are recovered by filtration, washed with water and ethanol and finally recrystallized from ac... Reported procedure: Lithium aluminium hydride (0.6 g) was added to a solution of 7-carboethoxy-2-ethyl-4-quinolone (2.65 g) in THF (200 ml) and the resulting suspension stirred for 2 hours at ambient temperature. Water (100 ml) was slowly added, followed by ethyl acetate (100 ml). The suspension was filtered and washed with ethyl acetate (100 ml). The phases of the filtrate were separated and the aqueous layer re-extracted with ethyl acetate (100 ml). The combined organic phases were dried (MgSO4) and evaporated to... Reaction conditions: time 2 hour. Reactants: C(C)(=O)OCC (ethyl acetate), [H-].[Al+3].[Li+].[H-].[H-].[H-] (Lithium aluminium hydride), C(=O)(OCC)C1=CC=C2C(CC(=NC2=C1)CC)=O (7-carboethoxy-2-ethyl-4-quinolone), O (Water). Product: C(C)C1=NC2=CC(=CC=C2C(C1)=O)CO (2-ethyl-7-hydroxymethyl-4-quinolone). RXN SMILES: [H-].[Al+3].[Li+].[H-].[H-].[H-].[C:7]([C:12]1[CH:21]=[C:20]2[C:15]([C:16](=[O:24])[CH2:17][C:18]([CH2:22][CH3:23])=[N:19]2)=[CH:14][CH:13]=1)(OCC)=[O:8].O.C(OCC)(=O)C>C1COCC1>[CH2:22]([C:18]1[CH2:17][C:16](=[O:24])[C:15]2[C:20](=[CH:21][C:12]([CH2:7][OH:8])=[CH:13][CH:14]=2)[N:19]=1)[CH3:23] |f:0.1.2.3.4.5|. Run in C1CCOC1 (THF). Reactants: FC(SCC(C)=NO)(F)F (1-trifluoromethylthio-2-propanone oxime), CN=C=O (methyl isocyanate). Reagents/catalysts: C(C)N(CC)CC (triethylamine). Run in ClCCl (dichloromethane). The product is CNC(=O)ON=C(CSC(F)(F)F)C (1-trifluoromethylthio-2-propanone O-methylcarbamoyl oxime). RXN SMILES: [F:1][C:2]([F:10])([F:9])[S:3][CH2:4][C:5](=[N:7][OH:8])[CH3:6].[CH3:11][N:12]=[C:13]=[O:14]>C(N(CC)CC)C.ClCCl>[CH3:11][NH:12][C:13]([O:8][N:7]=[C:5]([CH3:6])[CH2:4][S:3][C:2]([F:10])([F:9])[F:1])=[O:14]. Reported procedure: A mixture of 1-trifluoromethylthio-2-propanone oxime (0.02 mole) from Step 2, methyl isocyanate (0.22 mole) and 2 drops of triethylamine in 25 ml of dichloromethane was heated at its reflux temperature overnight. The solvent was removed by evaporation under vacuum. The residual oil was recrystallized from a mixture of petroleum ether and diethyl ether to give a pure sample of 1-trifluoromethylthio-2-propanone O-methylcarbamoyl oxime, m.p. 56°-58°C. The structure of the product was confirmed by e...